This data is from the Open Reaction Database (ORD), a public repository of structured organic reaction records. The task is: describe an organic reaction: reactants, conditions, products, and yield The reactants are CCCCCCCCOCC1CO1, CCCCCCCCCCCC(=O)O, [K+], [OH-], O. Yields the product CCCCCCCCOCC(O)CO. As a reaction SMILES: [CH2:1]([CH:2]1[CH2:3][O:4]1)[O:5][CH2:6][CH2:7][CH2:8][CH2:9][CH2:10][CH2:11][CH2:12][CH3:13].[CH3:14][CH2:15][CH2:16][CH2:17][CH2:18][CH2:19][CH2:20][CH2:21][CH2:22][CH2:23][CH2:24][C:25]([OH:26])=[O:27].[K+:29].[OH-:28].[OH2:30]>>[CH2:1]([CH:2]([CH2:3][OH:26])[OH:4])[O:5][CH2:6][CH2:7][CH2:8][CH2:9][CH2:10][CH2:11][CH2:12][CH3:13].